This data is from the Open Reaction Database (ORD), a public repository of structured organic reaction records. The task is: describe an organic reaction: reactants, conditions, products, and yield The reactants are CC(C)O, CCOC(=O)C(O)c1ccc(-c2ccccc2Cl)cc1, [K+], [OH-]. The product is O=C(O)C(O)c1ccc(-c2ccccc2Cl)cc1. Reaction SMILES: [CH:23]([OH:24])([CH3:25])[CH3:26].[Cl:1][c:2]1[c:3](-[c:8]2[cH:9][cH:10][c:11]([CH:14]([C:15](=[O:16])[O:17][CH2:18][CH3:19])[OH:20])[cH:12][cH:13]2)[cH:4][cH:5][cH:6][cH:7]1.[K+:22].[OH-:21]>>[Cl:1][c:2]1[c:3](-[c:8]2[cH:9][cH:10][c:11]([CH:14]([C:15](=[O:16])[OH:17])[OH:20])[cH:12][cH:13]2)[cH:4][cH:5][cH:6][cH:7]1. Product: CC1(C)SC2C(NC(=O)COc3ccccc3)C(=O)N2C1C(=O)OC(c1ccccc1)c1ccccc1. Reaction SMILES: [CH3:1][C:2]1([CH3:24])[S:3][CH:4]2[N:5]([CH:6]1[C:7](=[O:8])[O-:9])[C:10](=[O:23])[CH:11]2[NH:12][C:13]([CH2:14][O:15][c:16]1[cH:17][cH:18][cH:19][cH:20][cH:21]1)=[O:22].[Cl:53][CH2:54][Cl:55].[K+:25].[OH2:52].[OH:26][C:27]([CH2:28][O:29][c:30]1[cH:31][cH:32][cH:33][cH:34][cH:35]1)=[O:36].[c:37]1([C:43](=[N+:44]=[N-:45])[c:46]2[cH:47][cH:48][cH:49][cH:50][cH:51]2)[cH:38][cH:39][cH:40][cH:41][cH:42]1>>[CH3:1][C:2]1([CH3:24])[S:3][CH:4]2[N:5]([CH:6]1[C:7](=[O:8])[O:9][CH:43]([c:37]1[cH:38][cH:39][cH:40][cH:41][cH:42]1)[c:46]1[cH:47][cH:48][cH:49][cH:50][cH:51]1)[C:10](=[O:23])[CH:11]2[NH:12][C:13]([CH2:14][O:15][c:16]1[cH:17][cH:18][cH:19][cH:20][cH:21]1)=[O:22]. Starting materials: CC1(C)SC2C(NC(=O)COc3ccccc3)C(=O)N2C1C(=O)[O-], ClCCl, [K+], O, O=C(O)COc1ccccc1, [N-]=[N+]=C(c1ccccc1)c1ccccc1. Starting materials: O (Water), FC=1C=CC(=C(C1)C)[N+](=O)[O-] (5-fluoro-2-nitrotoluene), C(C)(C)(C)OC(=O)N1CCNCC1 (1-tert-butoxycarbonyl piperazine), C([O-])([O-])=O.[K+].[K+] (potassium carbonate). Run in CCCCCC (hexane), CS(=O)C (DMSO). Reaction conditions: temperature 100 celsius. Product: C(C)(C)(C)OC(=O)N1CCN(CC1)C1=CC(=C(C=C1)[N+](=O)[O-])C (4-(3-methyl-4-nitrophenyl)-piperazine-1-carboxylic acid tert-butyl ester). The yield is 93.0%. Reaction SMILES: F[C:2]1[CH:3]=[CH:4][C:5]([N+:9]([O-:11])=[O:10])=[C:6]([CH3:8])[CH:7]=1.[C:12]([O:16][C:17]([N:19]1[CH2:24][CH2:23][NH:22][CH2:21][CH2:20]1)=[O:18])([CH3:15])([CH3:14])[CH3:13].C(=O)([O-])[O-].[K+].[K+].O>CS(C)=O.CCCCCC>[C:12]([O:16][C:17]([N:19]1[CH2:24][CH2:23][N:22]([C:2]2[CH:3]=[CH:4][C:5]([N+:9]([O-:11])=[O:10])=[C:6]([CH3:8])[CH:7]=2)[CH2:21][CH2:20]1)=[O:18])([CH3:15])([CH3:13])[CH3:14] |f:2.3.4|. Procedure: A mixture of 5-fluoro-2-nitrotoluene (2 mL, 16.4 mmol), 1-tert-butoxycarbonyl piperazine (3.35 g, 18 mmol) and potassium carbonate (2.76 g, 20 mmol) in 7 mL of DMSO was stirred and heated at 100° C. for 2 h. Water (40 mL) and hexane (30 mL) were added and the bright yellow precipitate was collected, washed with water and hexane, and dried in vacuo to afford 4.9 g of 4-(3-methyl-4-nitrophenyl)-piperazine-1-carboxylic acid tert-butyl ester, m.p. 145-146° C. Starting materials: N#CCO, CCOCC, NCCN1CCCOCC1, O. The product is N#CCN1CCCOCC1. RXN SMILES: [C:11](#[N:12])[CH2:13][OH:14].[CH3:15][CH2:16][O:17][CH2:18][CH3:19].[O:1]1[CH2:2][CH2:3][N:4]([CH2:8][CH2:9][NH2:10])[CH2:5][CH2:6][CH2:7]1.[OH2:20]>>[O:1]1[CH2:2][CH2:3][N:4]([CH2:8][C:9]#[N:10])[CH2:5][CH2:6][CH2:7]1. Starting materials: OCC1C(CC1CO)N (2,3-bis(hydroxymethyl)-1-cyclobutylamine), CC(=O)N(CC(=O)O)C1=CC=CC=C1 (N-acetyl-L-phenylglycine). The solvent is CO (methanol). The product is OC[C@H]1[C@@H](C[C@@H]1CO)N.CC(=O)N(CC(=O)O)C1=CC=CC=C1 ((1R, 2R, 3S)-2,3-bis(hydroxymethyl)-1-cyclobutylamine N-acetyl-L-phenylglycine). Reaction SMILES: [OH:1][CH2:2][CH:3]1[CH:6]([CH2:7][OH:8])[CH2:5][CH:4]1[NH2:9].[CH3:10][C:11]([N:13]([C:18]1[CH:23]=[CH:22][CH:21]=[CH:20][CH:19]=1)[CH2:14][C:15]([OH:17])=[O:16])=[O:12]>CO>[OH:1][CH2:2][C@@H:3]1[C@@H:6]([CH2:7][OH:8])[CH2:5][C@H:4]1[NH2:9].[CH3:10][C:11]([N:13]([C:18]1[CH:23]=[CH:22][CH:21]=[CH:20][CH:19]=1)[CH2:14][C:15]([OH:17])=[O:16])=[O:12] |f:3.4|. Reported procedure: 913 mg of (1RS, 2RS, 3SR)-2,3-bis(hydroxymethyl)-1-cyclobutylamine was dissolved in 30 ml of methanol. Then 1340 mg of N-acetyl-L-phenylglycine was added thereto to form salt. The reaction mixture was concentrated under reduced pressure. 15 ml of isopropyl alcohol was added to the residue followed by fractional recrystallization. Thus 403.8 mg of (1R, 2R, 3S)-2,3-bis(hydroxymethyl)-1-cyclobutylamine/N-acetyl-L-phenylglycine salt was obtained.